Dataset: the Open Reaction Database (ORD), a public repository of structured organic reaction records. Task: describe an organic reaction: reactants, conditions, products, and yield The reactants are [Br-], CCCC[N+](CCCC)(CCCC)CCCC, Cc1ccccc1, Sc1cccc(Cl)c1, O=Cc1cc([N+](=O)[O-])ccc1F, [Na+], [OH-]. The product is O=Cc1cc([N+](=O)[O-])ccc1Sc1cccc(Cl)c1. As a reaction SMILES: [Br-:23].[CH3:24][CH2:25][CH2:26][CH2:27][N+:28]([CH2:29][CH2:30][CH2:31][CH3:32])([CH2:33][CH2:34][CH2:35][CH3:36])[CH2:37][CH2:38][CH2:39][CH3:40].[CH3:41][c:42]1[cH:43][cH:44][cH:45][cH:46][cH:47]1.[Cl:3][c:4]1[cH:5][c:6]([SH:10])[cH:7][cH:8][cH:9]1.[F:11][c:12]1[c:13]([CH:14]=[O:15])[cH:16][c:17]([N+:20](=[O:21])[O-:22])[cH:18][cH:19]1.[Na+:2].[OH-:1]>>[Cl:3][c:4]1[cH:5][c:6]([S:10][c:12]2[c:13]([CH:14]=[O:15])[cH:16][c:17]([N+:20](=[O:21])[O-:22])[cH:18][cH:19]2)[cH:7][cH:8][cH:9]1. Starting materials: OC=1C=C2CCN(C(C2=CC1)=O)C1=CC=C(C=C1)N1CCN(CCC1)C (6-Hydroxy-2-[4-(4-methyl-[1,4]diazepan-1-yl)-phenyl]-3,4-dihydro-2H-isoquinolin-1-one), CS(=O)(=O)C[C@@H]1OCCC1 ((R)-2-methanesulfonylmethyl-tetrahydrofuran). Yields the product CN1CCN(CCC1)C1=CC=C(C=C1)N1C(C2=CC=C(C=C2CC1)OC[C@@H]1OCCC1)=O (2-[4-(4-Methyl-[1,4]diazepan-1-yl)-phenyl]-6-[(R)-1-(tetrahydrofuran-2-yl)methoxy]-3,4-dihydro-2H-isoquinolin-1-one). RXN SMILES: [OH:1][C:2]1[CH:3]=[C:4]2[C:9](=[CH:10][CH:11]=1)[C:8](=[O:12])[N:7]([C:13]1[CH:18]=[CH:17][C:16]([N:19]3[CH2:25][CH2:24][CH2:23][N:22]([CH3:26])[CH2:21][CH2:20]3)=[CH:15][CH:14]=1)[CH2:6][CH2:5]2.CS([CH2:31][C@H:32]1[CH2:36][CH2:35][CH2:34][O:33]1)(=O)=O>>[CH3:26][N:22]1[CH2:23][CH2:24][CH2:25][N:19]([C:16]2[CH:15]=[CH:14][C:13]([N:7]3[CH2:6][CH2:5][C:4]4[C:9](=[CH:10][CH:11]=[C:2]([O:1][CH2:31][C@H:32]5[CH2:36][CH2:35][CH2:34][O:33]5)[CH:3]=4)[C:8]3=[O:12])=[CH:18][CH:17]=2)[CH2:20][CH2:21]1. Procedure: 6-Hydroxy-2-[4-(4-methyl-[1,4]diazepan-1-yl)-phenyl]-3,4-dihydro-2H-isoquinolin-1-one and (R)-2-methanesulfonylmethyl-tetrahydrofuran were reacted according to Method K1. In this way the product was obtained with molecular weight 435.57 (C26H33N3O3); MS (ESI): 436 (M+H+). Starting materials: C(#N)[BH3-].[Na+] (sodium cyanoborohydride), CNC (dimethylamine), C(=O)C1CCN(CC1)C1=CC=C(C=C1)NC(OC(C)(C)C)=O (tert-butyl [4-(4-formyl-piperidin-1-yl)-phenyl]carbamate). The reagents and catalysts are [Cl-].[Zn+2].[Cl-] (zinc chloride). Solvent: CO (methanol), CO (methanol), O (water). Reaction conditions: time 20 minute. Yields the product CN(C)CC1CCN(CC1)C1=CC=C(C=C1)NC(OC(C)(C)C)=O (tert-butyl [4-(4-dimethylaminomethyl-piperidin-1-yl)-phenyl]-carbamate). Isolated yield 149.9%. As a reaction SMILES: [CH:1]([CH:3]1[CH2:8][CH2:7][N:6]([C:9]2[CH:14]=[CH:13][C:12]([NH:15][C:16](=[O:22])[O:17][C:18]([CH3:21])([CH3:20])[CH3:19])=[CH:11][CH:10]=2)[CH2:5][CH2:4]1)=O.[CH3:23][NH:24][CH3:25].C([BH3-])#N.[Na+]>CO.O.[Cl-].[Zn+2].[Cl-]>[CH3:23][N:24]([CH2:1][CH:3]1[CH2:8][CH2:7][N:6]([C:9]2[CH:14]=[CH:13][C:12]([NH:15][C:16](=[O:22])[O:17][C:18]([CH3:21])([CH3:20])[CH3:19])=[CH:11][CH:10]=2)[CH2:5][CH2:4]1)[CH3:25] |f:2.3,6.7.8|. Procedure: To a suspension of tert-butyl [4-(4-formyl-piperidin-1-yl)-phenyl]carbamate (0.20 g, 0.66 mmol) in methanol (5 mL) is added dimethylamine (2.0 M solution in tetrahydrofuran, 0.66 mL, 1.3 mmol). The reaction mixture is stirred for 20 minutes and then a mixture of zinc chloride (53 mg) and sodium cyanoborohydride (50 mg) in methanol (2 mL) is added in a dropwise fashion. After stirring overnight at room temperature, the reaction mixture is diluted with water and extracted 3× with ethyl acetate. Th... Reactants: ClC1=C(OC2=CC(=C(C=C2)O)COC2=CC=C(C=C2)F)C(=CC(=C1)[N+](=O)[O-])C (4-(2-chloro-6-methyl-4-nitro-phenoxy)-2-(4-fluorophenoxymethyl)-phenol). Reagents/catalysts: [Zn] (zinc). Run in C(C)(=O)O (acetic acid), C(C)(=O)OCC (ethyl acetate). Conditions: time 30 minute. Yields the product NC1=CC(=C(OC2=CC(=C(C=C2)O)COC2=CC=C(C=C2)F)C(=C1)C)Cl (4-(4-amino-2-chloro-6-methyl-phenoxy)-2-(4-fluoro-phenoxymethyl)-phenol). The yield is 97.2%. Reaction SMILES: [Cl:1][C:2]1[CH:24]=[C:23]([N+:25]([O-])=O)[CH:22]=[C:21]([CH3:28])[C:3]=1[O:4][C:5]1[CH:10]=[CH:9][C:8]([OH:11])=[C:7]([CH2:12][O:13][C:14]2[CH:19]=[CH:18][C:17]([F:20])=[CH:16][CH:15]=2)[CH:6]=1>C(O)(=O)C.C(OCC)(=O)C.[Zn]>[NH2:25][C:23]1[CH:22]=[C:21]([CH3:28])[C:3]([O:4][C:5]2[CH:10]=[CH:9][C:8]([OH:11])=[C:7]([CH2:12][O:13][C:14]3[CH:19]=[CH:18][C:17]([F:20])=[CH:16][CH:15]=3)[CH:6]=2)=[C:2]([Cl:1])[CH:24]=1. Procedure details: To a warm (100° C.) solution of 4-(2-chloro-6-methyl-4-nitro-phenoxy)-2-(4-fluorophenoxymethyl)-phenol (100 mg) in glacial acetic acid (2.5 mL) was added zinc dust (243 mg) and heating was continued for 30 min. The reaction mixture was cooled, diluted with ethyl acetate and filtered through Celite®. The filtrate was washed with 1M aqueous sodium bicarbonate, dried over sodium sulfate, concentrated in vacuo and flashed chromatographed (30% ethyl acetate/hexanes) to afford 4-(4-amino-2-chloro-6-me... Starting materials: [N+](=O)([O-])C=1C=CC2=C(SCCN2)C1 (7-nitro-3,4-dihydro-2H-benzo[b][1,4]thiazine), Cl.ClCCC1N(CCC1)C (2-(2-chloroethyl)-1-methylpyrrolidine hydrochloride). The reagents and catalysts are [Br-].C(CCC)[N+](CCCC)(CCCC)CCCC (tetrabutylammonium bromide). Solvent: ClCCl (dichloromethane), [OH-].[Na+] (NaOH), ClCCl (dichloromethane), O (water). Conditions: time 8 hour. Yields the product CN1C(CCC1)CCN1C2=C(SCC1)C=C(C=C2)[N+](=O)[O-] (4-(2-(1-Methylpyrrolidin-2-yl)ethyl)-7-nitro-3,4-dihydro-2H-benzo[b][1,4]thiazine). Yield: 52.7%. As a reaction SMILES: [N+:1]([C:4]1[CH:5]=[CH:6][C:7]2[NH:12][CH2:11][CH2:10][S:9][C:8]=2[CH:13]=1)([O-:3])=[O:2].Cl.Cl[CH2:16][CH2:17][CH:18]1[CH2:22][CH2:21][CH2:20][N:19]1[CH3:23]>[Br-].C([N+](CCCC)(CCCC)CCCC)CCC.ClCCl.[OH-].[Na+].O>[CH3:23][N:19]1[CH2:20][CH2:21][CH2:22][CH:18]1[CH2:17][CH2:16][N:12]1[CH2:11][CH2:10][S:9][C:8]2[CH:13]=[C:4]([N+:1]([O-:3])=[O:2])[CH:5]=[CH:6][C:7]1=2 |f:1.2,3.4,6.7|. Procedure details: A mixture of 7-nitro-3,4-dihydro-2H-benzo[b][1,4]thiazine (1 g, 5.10 mmol), 2-(2-chloroethyl)-1-methylpyrrolidine hydrochloride (1.876 g, 10.19 mmol), and tetrabutylammonium bromide (0.082 g, 0.255 mmol) in dichloromethane (10 mL) and 50% NaOH solution (10 mL) was stirred at room temperature for 16 hours (overnight). The reaction was then diluted with dichloromethane (5 mL) and water (20 mL), and the mixture was transferred to a separatory funnel. The organic layer was removed, and the aqueous l... Reactants: BrC=1C=NC=CC1 (3-bromopyridine), FC=1C=C(CNC(=O)C2=C(N(C3=CC(=CC=C23)O)CC2=NC=CC=C2)C(C)C)C=CC1F (N-(3,4-difluorobenzyl)-2-isopropyl-6-hydroxy-1-(pyridin-2-ylmethyl)-1H-indole-3-carboxamide), FC=1C=C(CNC(=O)C2=C(N(C3=CC(=CC=C23)O)CC2=NC=CC=C2)C(C)C)C=CC1F (N-(3,4-difluorobenzyl)-2-isopropyl-6-hydroxy-1-(pyridin-2-ylmethyl)-1H-indole-3-carboxamide), [OH-].[K+] (potassium hydroxide). Reagents/catalysts: [Cu] (Copper). The solvent is CN(C(C)=O)C (N,N-dimethylacetamide). Reaction conditions: temperature 130 celsius, time 5 minute. Yields the product FC=1C=C(CNC(=O)C2=C(N(C3=CC(=CC=C23)OC=2C=NC=CC2)CC2=NC=CC=C2)C(C)C)C=CC1F (N-(3,4-difluorobenzyl)-2-isopropyl-1-(pyridin-2-ylmethyl)-6-(pyridin-3-yloxy)-1H-indole-3-carboxamide). Isolated yield 6.5%. Reaction SMILES: [F:1][C:2]1[CH:3]=[C:4]([CH:29]=[CH:30][C:31]=1[F:32])[CH2:5][NH:6][C:7]([C:9]1[C:17]2[C:12](=[CH:13][C:14]([OH:18])=[CH:15][CH:16]=2)[N:11]([CH2:19][C:20]2[CH:25]=[CH:24][CH:23]=[CH:22][N:21]=2)[C:10]=1[CH:26]([CH3:28])[CH3:27])=[O:8].[OH-].[K+].Br[C:36]1[CH:37]=[N:38][CH:39]=[CH:40][CH:41]=1>CN(C)C(=O)C.[Cu]>[F:1][C:2]1[CH:3]=[C:4]([CH:29]=[CH:30][C:31]=1[F:32])[CH2:5][NH:6][C:7]([C:9]1[C:17]2[C:12](=[CH:13][C:14]([O:18][C:36]3[CH:37]=[N:38][CH:39]=[CH:40][CH:41]=3)=[CH:15][CH:16]=2)[N:11]([CH2:19][C:20]2[CH:25]=[CH:24][CH:23]=[CH:22][N:21]=2)[C:10]=1[CH:26]([CH3:28])[CH3:27])=[O:8] |f:1.2|. Procedure details: General Procedure G. To a solution of N-(3,4-difluorobenzyl)-2-isopropyl-6-hydroxy-1-(pyridin-2-ylmethyl)-1H-indole-3-carboxamide (Compound 220, 30 mg, 0.069 mmol) in N,N-dimethylacetamide (1.50 ml) stirring at room temperature, was added potassium hydroxide (80 mg, 1.43 mmol) and the reaction stirred for 5 minutes. 3-bromopyridine (0.05 mL, 0.08 g, 0.51 mmol) and then Copper powder (9.0 mg, 0.14 mmol) was then directly added and the resulting mixture heated at 120-140° C. for 18 h. The reaction... Reactants: C(C)NC(NCC)=O (diethylurea), C(#N)CC(=O)O (cyanoacetic acid), C(C)(=O)OC(C)=O (acetic anhydride). The product is NC1=CC(N(C(N1CC)=O)CC)=O (6-amino-1,3-diethyluracil). Reaction SMILES: [CH2:1]([NH:3][C:4](=[O:8])[NH:5][CH2:6][CH3:7])[CH3:2].[C:9](CC(O)=O)#[N:10].C(O[C:19](=[O:21])[CH3:20])(=O)C>>[NH2:10][C:9]1[N:5]([CH2:6][CH3:7])[C:4](=[O:8])[N:3]([CH2:1][CH3:2])[C:19](=[O:21])[CH:20]=1. Reported procedure: 12.69 grams (0.14 mol) of diethylurea and 11.90 grams (0.14 mol) of cyanoacetic acid were heated in acetic anhydride at 60° C. for 3 hours, under dry atmosphere. Thereafter, the acetic anhydride and remaining cyanoacetic acid were evaporated, 5% sodium hydroxide was added and the mixture was stirred and cooled. 20 grams of 6-amino-1,3-diethyluracil were obtained as a precipitate. 11.8 grams of sodium nitrite in 70 ml water were then added while cooling and stirring and the solution was then acid... Starting materials: ClC(c1ccccc1)(c1ccccc1)c1ccccc1, CCCCCCCCCCCCCCc1ccc(OCC(O)CO)c(CC)c1, ClC(Cl)Cl. Product: CCCCCCCCCCCCCCc1ccc(OCC(O)COC(c2ccccc2)(c2ccccc2)c2ccccc2)c(CC)c1. Reaction SMILES: [C:29]([c:30]1[cH:31][cH:32][cH:33][cH:34][cH:35]1)([c:36]1[cH:37][cH:38][cH:39][cH:40][cH:41]1)([c:42]1[cH:43][cH:44][cH:45][cH:46][cH:47]1)[Cl:48].[CH2:1]([CH3:2])[c:3]1[c:4]([O:5][CH2:6][CH:7]([CH2:8][OH:9])[OH:10])[cH:11][cH:12][c:13]([CH2:15][CH2:16][CH2:17][CH2:18][CH2:19][CH2:20][CH2:21][CH2:22][CH2:23][CH2:24][CH2:25][CH2:26][CH2:27][CH3:28])[cH:14]1.[CH:49]([Cl:50])([Cl:51])[Cl:52]>>[CH2:1]([CH3:2])[c:3]1[c:4]([O:5][CH2:6][CH:7]([CH2:8][O:9][C:29]([c:30]2[cH:31][cH:32][cH:33][cH:34][cH:35]2)([c:36]2[cH:37][cH:38][cH:39][cH:40][cH:41]2)[c:42]2[cH:43][cH:44][cH:45][cH:46][cH:47]2)[OH:10])[cH:11][cH:12][c:13]([CH2:15][CH2:16][CH2:17][CH2:18][CH2:19][CH2:20][CH2:21][CH2:22][CH2:23][CH2:24][CH2:25][CH2:26][CH2:27][CH3:28])[cH:14]1. Reactants: C(C)OC(CC(CCC)N1C(N(C2=C1C=CC=C2)CC=2C=CC=C1C(=C(N(C21)C)C)C)=O)=O (3-[2-Oxo-3-(1,2,3-trimethyl-1H-indol-7-ylmethyl)-2,3-dihydro-benzoimidazol-1-yl]-hexanoic acid ethyl ester), [Li+].[OH-] (LiOH). The solvent is O1CCOCC1 (1,4-dioxane), O (H2O). Conditions: time 5 hour. Product: O=C1N(C2=C(N1C(CC(=O)O)CCC)C=CC=C2)CC=2C=CC=C1C(=C(N(C21)C)C)C (3-[2-Oxo-3-(1,2,3-trimethyl-1H-indol-7-ylmethyl)-2,3-dihydro-benzoimidazol-1-yl]-hexanoic acid). Isolated yield 31.4%. As a reaction SMILES: C([O:3][C:4](=[O:33])[CH2:5][CH:6]([N:10]1[C:14]2[CH:15]=[CH:16][CH:17]=[CH:18][C:13]=2[N:12]([CH2:19][C:20]2[CH:21]=[CH:22][CH:23]=[C:24]3[C:28]=2[N:27]([CH3:29])[C:26]([CH3:30])=[C:25]3[CH3:31])[C:11]1=[O:32])[CH2:7][CH2:8][CH3:9])C.[Li+].[OH-]>O1CCOCC1.O>[O:32]=[C:11]1[N:10]([CH:6]([CH2:7][CH2:8][CH3:9])[CH2:5][C:4]([OH:33])=[O:3])[C:14]2[CH:15]=[CH:16][CH:17]=[CH:18][C:13]=2[N:12]1[CH2:19][C:20]1[CH:21]=[CH:22][CH:23]=[C:24]2[C:28]=1[N:27]([CH3:29])[C:26]([CH3:30])=[C:25]2[CH3:31] |f:1.2|. Reported procedure: To a solution of 3-[2-Oxo-3-(1,2,3-trimethyl-1H-indol-7-ylmethyl)-2,3-dihydro-benzoimidazol-1-yl]-hexanoic acid ethyl ester (50 mg, 0.11 mmol) in 1,4-dioxane (5 mL) and H2O (2 mL) was added LiOH (5.4 mg, 0.22 mmol). The solution was stirred at room temperature for 5 hours. The solution was concentrated and the residue was purified by CombiFlash with 10% MeOH in CH2Cl2 as the eluent to afford the desirable product 3-[2-Oxo-3-(1,2,3-trimethyl-1H-indol-7-ylmethyl)-2,3-dihydro-benzoimidazol-1-yl]-he... Starting materials: O=Cc1ccc2c(c1)OCO2, C1CCNCC1, CCCOc1cccc(C(=O)CC(=O)OC)c1, CC(=O)O, c1ccccc1. Yields the product CCCOc1cccc(C(=O)C(=Cc2ccc3c(c2)OCO3)C(=O)OC)c1. RXN SMILES: [CH2:18]1[O:19][c:20]2[cH:21][c:22]([CH:23]=[O:24])[cH:25][cH:26][c:27]2[O:28]1.[CH2:29]1[CH2:30][CH2:31][NH:32][CH2:33][CH2:34]1.[CH3:1][O:2][C:3]([CH2:4][C:5]([c:6]1[cH:7][c:8]([O:12][CH2:13][CH2:14][CH3:15])[cH:9][cH:10][cH:11]1)=[O:16])=[O:17].[CH3:35][C:36](=[O:37])[OH:38].[cH:39]1[cH:40][cH:41][cH:42][cH:43][cH:44]1>>[CH3:1][O:2][C:3]([C:4]([C:5]([c:6]1[cH:7][c:8]([O:12][CH2:13][CH2:14][CH3:15])[cH:9][cH:10][cH:11]1)=[O:16])=[CH:23][c:22]1[cH:21][c:20]2[c:27]([cH:26][cH:25]1)[O:28][CH2:18][O:19]2)=[O:17].